The task is: describe an organic reaction: reactants, conditions, products, and yield. This data is from the Open Reaction Database (ORD), a public repository of structured organic reaction records. RXN SMILES: [N:1]1([S:5]([NH2:8])(=[O:7])=[O:6])[CH2:4][CH2:3][CH2:2]1.C1(P(C2CCCCC2)C2C=CC=CC=2C2C(C(C)C)=CC(C(C)C)=CC=2C(C)C)CCCCC1.C(=O)([O-])[O-].[Cs+].[Cs+].Cl[C:50]1[CH:55]=[C:54]([O:56][C@H:57]([CH2:67][O:68][CH2:69][CH3:70])[CH2:58][O:59][Si:60]([C:63]([CH3:66])([CH3:65])[CH3:64])([CH3:62])[CH3:61])[N:53]=[C:52]([S:71][CH2:72][C:73]2[CH:78]=[CH:77][CH:76]=[C:75]([F:79])[C:74]=2[F:80])[N:51]=1>C1C=CC(/C=C/C(/C=C/C2C=CC=CC=2)=O)=CC=1.C1C=CC(/C=C/C(/C=C/C2C=CC=CC=2)=O)=CC=1.C1C=CC(/C=C/C(/C=C/C2C=CC=CC=2)=O)=CC=1.[Pd].[Pd].O1CCOCC1>[F:80][C:74]1[C:75]([F:79])=[CH:76][CH:77]=[CH:78][C:73]=1[CH2:72][S:71][C:52]1[N:51]=[C:50]([NH:8][S:5]([N:1]2[CH2:4][CH2:3][CH2:2]2)(=[O:7])=[O:6])[CH:55]=[C:54]([O:56][C@H:57]([CH2:67][O:68][CH2:69][CH3:70])[CH2:58][O:59][Si:60]([C:63]([CH3:64])([CH3:65])[CH3:66])([CH3:61])[CH3:62])[N:53]=1 |f:2.3.4,6.7.8.9.10|. The reactants are N1(CCC1)S(=O)(=O)N (azetidine-1-sulfonamide), C1(CCCCC1)P(C1=C(C=CC=C1)C1=C(C=C(C=C1C(C)C)C(C)C)C(C)C)C1CCCCC1 (2-dicyclohexylphosphino-2′,4′,6′-tri-isopropyl-1,1′-biphenyl), C([O-])([O-])=O.[Cs+].[Cs+] (cesium carbonate), ClC1=NC(=NC(=C1)O[C@@H](CO[Si](C)(C)C(C)(C)C)COCC)SCC1=C(C(=CC=C1)F)F (4-chloro-2-[[(2,3-difluorophenyl)methyl]thio]-6-[(1R)-2-[[(1,1-dimethylethyl)dimethylsilyl]oxy]-1-(ethoxymethyl)ethoxy]-pyrimidine), ClC1=NC(=NC(=C1)O[C@@H](CO[Si](C)(C)C(C)(C)C)COCC)SCC1=C(C(=CC=C1)F)F (4-chloro-2-[[(2,3-difluorophenyl)methyl]thio]-6-[(1R)-2-[[(1,1-dimethylethyl)dimethylsilyl]oxy]-1-(ethoxymethyl)ethoxy]-pyrimidine). Procedure: The subtitle compound was prepared according to the procedure outlined in example 1 step (iv) using a mixture of azetidine-1-sulfonamide (prepared according to patent WO 2004/011443, 0.29 g), tris(dibenzylideneacetone)dipalladium (0) (0.13 g), 2-dicyclohexylphosphino-2′,4′,6′-tri-isopropyl-1,1′-biphenyl (XPHOS) (93 mg), cesium carbonate (0.68 g), 4-chloro-2-[[(2,3-difluorophenyl)methyl]thio]-6-[(1R)-2-[[(1,1-dimethylethyl)dimethylsilyl]oxy]-1-(ethoxymethyl)ethoxy]-pyrimidine (the product of step... Product: FC1=C(C=CC=C1F)CSC1=NC(=CC(=N1)NS(=O)(=O)N1CCC1)O[C@@H](CO[Si](C)(C)C(C)(C)C)COCC (N-[2-[[(2,3-difluorophenyl)methyl]thio]-6-[(1R)-2-[[(1,1-dimethylethyl)dimethylsilyl]oxy]-1-(ethoxymethyl)ethoxy]-4-pyrimidinyl]-1-azetidinesulfonamide). The solvent is O1CCOCC1 (dioxane). The reagents and catalysts are C=1C=CC(=CC1)/C=C/C(=O)/C=C/C2=CC=CC=C2.C=1C=CC(=CC1)/C=C/C(=O)/C=C/C2=CC=CC=C2.C=1C=CC(=CC1)/C=C/C(=O)/C=C/C2=CC=CC=C2.[Pd].[Pd] (tris(dibenzylideneacetone)dipalladium).